This data is from the Open Reaction Database (ORD), a public repository of structured organic reaction records. The task is: describe an organic reaction: reactants, conditions, products, and yield The reactants are CC(C)O, [K+], [OH-], O, CCOC(=O)N1CCC(Nc2nc3ccccc3n2Cc2ccoc2)CC1. Product: c1ccc2c(c1)nc(NC1CCNCC1)n2Cc1ccoc1. As a reaction SMILES: [CH:31]([OH:32])([CH3:33])[CH3:34].[K+:29].[OH-:28].[OH2:30].[o:1]1[cH:2][c:3]([CH2:6][n:7]2[c:8]([NH:16][CH:17]3[CH2:18][CH2:19][N:20]([C:23]([O:24][CH2:25][CH3:26])=[O:27])[CH2:21][CH2:22]3)[n:9][c:10]3[c:11]2[cH:12][cH:13][cH:14][cH:15]3)[cH:4][cH:5]1>>[o:1]1[cH:2][c:3]([CH2:6][n:7]2[c:8]([NH:16][CH:17]3[CH2:18][CH2:19][NH:20][CH2:21][CH2:22]3)[n:9][c:10]3[c:11]2[cH:12][cH:13][cH:14][cH:15]3)[cH:4][cH:5]1. RXN SMILES: [C:1]([NH:5][C:6]1[N:11]=[C:10]([S:12][CH3:13])[C:9]([C:14]#[N:15])=[CH:8][N:7]=1)([CH3:4])([CH3:3])[CH3:2].[OH-:16].[Na+].OO.O>CS(C)=O>[C:1]([NH:5][C:6]1[N:11]=[C:10]([S:12][CH3:13])[C:9]([C:14]([NH2:15])=[O:16])=[CH:8][N:7]=1)([CH3:4])([CH3:2])[CH3:3] |f:1.2|. Reaction conditions: temperature 50 celsius, time 15 minute. Reported procedure: To a stirring solution of 2-(tert-butylamino)-4-(methylthio)pyrimidine-5-carbonitrile (0.6 g, 2.70 mmol) in DMSO (7 mL) was added 6M aqueous sodium hydroxide solution (2.249 mL, 13.49 mmol) and 30% aqueous hydrogen peroxide (1.530 mL, 13.49 mmol) solution at 0° C. Then the mixture was stirred at 50° C. for 15 min. The reaction mixture was poured into water (40 mL) and extracted with ethyl acetate (3×50 mL). The combined organic layers were washed with brine, dried over anhydrous sodium sulfate a... The solvent is CS(=O)C (DMSO). The yield is 71.2%. The reactants are C(C)(C)(C)NC1=NC=C(C(=N1)SC)C#N (2-(tert-butylamino)-4-(methylthio)pyrimidine-5-carbonitrile), [OH-].[Na+] (sodium hydroxide), OO (hydrogen peroxide), O (water). Yields the product C(C)(C)(C)NC1=NC=C(C(=N1)SC)C(=O)N (2-(tert-butylamino)-4-(methylthio)pyrimidine-5-carboxamide).